This data is from the Open Reaction Database (ORD), a public repository of structured organic reaction records. The task is: describe an organic reaction: reactants, conditions, products, and yield The reactants are CN=C=O, CCOC(=O)C1=C(COCc2nnn(CCN3CCNCC3)n2)NC(C)=C(C(=O)OC)C1c1cccc(Cl)c1Cl, ClCCl. Product: CCOC(=O)C1=C(COCc2nnn(CCN3CCN(C(=O)NC)CC3)n2)NC(C)=C(C(=O)OC)C1c1cccc(Cl)c1Cl. RXN SMILES: [CH3:41][N:42]=[C:43]=[O:44].[Cl:1][c:2]1[c:3]([CH:9]2[C:10]([C:36](=[O:37])[O:38][CH2:39][CH3:40])=[C:11]([CH2:20][O:21][CH2:22][c:23]3[n:24][n:25][n:26]([CH2:28][CH2:29][N:30]4[CH2:31][CH2:32][NH:33][CH2:34][CH2:35]4)[n:27]3)[NH:12][C:13]([CH3:19])=[C:14]2[C:15](=[O:16])[O:17][CH3:18])[cH:4][cH:5][cH:6][c:7]1[Cl:8].[Cl:45][CH2:46][Cl:47]>>[Cl:1][c:2]1[c:3]([CH:9]2[C:10]([C:36](=[O:37])[O:38][CH2:39][CH3:40])=[C:11]([CH2:20][O:21][CH2:22][c:23]3[n:24][n:25][n:26]([CH2:28][CH2:29][N:30]4[CH2:31][CH2:32][N:33]([C:43]([NH:42][CH3:41])=[O:44])[CH2:34][CH2:35]4)[n:27]3)[NH:12][C:13]([CH3:19])=[C:14]2[C:15](=[O:16])[O:17][CH3:18])[cH:4][cH:5][cH:6][c:7]1[Cl:8]. Reactants: CC1=C(C(=NO1)C1=CC=CC=C1)COC1=CC=C(C=N1)C(=O)NC1CN(CCC1)CC(=O)O ((3-{[6-(5-methyl-3-phenyl-isoxazol-4-ylmethoxy)-pyridine-3-carbonyl]-amino}-piperidin-1-yl)-acetic acid), NC1CCOCC1 (4-aminotetrahydropyran). The product is CC1=C(C(=NO1)C1=CC=CC=C1)COC1=NC=C(C(=O)NC2CN(CCC2)CC(NC2CCOCC2)=O)C=C1 (6-(5-Methyl-3-phenyl-isoxazol-4-ylmethoxy)-N-{1-[(tetrahydro-pyran-4-ylcarbamoyl)-methyl]-piperidin-3-yl}-nicotinamide). Isolated yield 74.0%. RXN SMILES: [CH3:1][C:2]1[O:6][N:5]=[C:4]([C:7]2[CH:12]=[CH:11][CH:10]=[CH:9][CH:8]=2)[C:3]=1[CH2:13][O:14][C:15]1[N:20]=[CH:19][C:18]([C:21]([NH:23][CH:24]2[CH2:29][CH2:28][CH2:27][N:26]([CH2:30][C:31]([OH:33])=O)[CH2:25]2)=[O:22])=[CH:17][CH:16]=1.[NH2:34][CH:35]1[CH2:40][CH2:39][O:38][CH2:37][CH2:36]1>>[CH3:1][C:2]1[O:6][N:5]=[C:4]([C:7]2[CH:8]=[CH:9][CH:10]=[CH:11][CH:12]=2)[C:3]=1[CH2:13][O:14][C:15]1[CH:16]=[CH:17][C:18]([C:21]([NH:23][CH:24]2[CH2:29][CH2:28][CH2:27][N:26]([CH2:30][C:31](=[O:33])[NH:34][CH:35]3[CH2:40][CH2:39][O:38][CH2:37][CH2:36]3)[CH2:25]2)=[O:22])=[CH:19][N:20]=1. Procedure details: As described for example 42, (3-{[6-(5-methyl-3-phenyl-isoxazol-4-ylmethoxy)-pyridine-3-carbonyl]-amino}-piperidin-1-yl)-acetic acid (70 mg, 0.16 mmol) was converted, using 4-aminotetrahydropyran instead of methylamine, to the title compound (61 mg, 74%) which was obtained as an off white solid. MS: m/e=534.2 [M+H]+. Reactants: ClC=1N=NC(=CC1)C (3-chloro-6-methylpyridazine), K2Cr2O7, OS(=O)(=O)O (H2SO4), O (water). Reaction conditions: temperature 50 celsius, time 4 hour. Yields the product ClC1=CC=C(N=N1)C(=O)O (6-chloropyridazine-3-carboxylic acid). Yield: 59.0%. As a reaction SMILES: [Cl:1][C:2]1[N:3]=[N:4][C:5]([CH3:8])=[CH:6][CH:7]=1.[OH2:9].[OH:10]S(O)(=O)=O>>[Cl:1][C:2]1[N:3]=[N:4][C:5]([C:8]([OH:10])=[O:9])=[CH:6][CH:7]=1. Procedure details: To a stirred solution of 3-chloro-6-methylpyridazine (12.8 g, 100 mol) in concentrated H2SO4 (100 mL) was added powered K2Cr2O7 (35.3 g, 120 mmol) slowly at 50° C. The reaction mixture was stirred at 50° C. for 4 h, and poured into the iced water carefully. The mixture was extracted with EtOAc. The combined organic layer was washed with brine, dried over Na2SO4, and filtered. The solvent was removed under vacuum to afford the 6-chloropyridazine-3-carboxylic acid (9.25 g, 59%), which was used dir... The reactants are crude product, FC(C1=C2C=NNC2=CC=C1O[C@@H]1C[C@H](CCC1)N1C(C2=CC=CC=C2C1=O)=O)(F)F (2-{trans-3-[(4-trifluoromethyl-1H-indazol-5-yl)oxy]cyclohexyl}-1H-isoindole-1,3(2H)-dione), CN.CO (methylamine methanol). The product is FC(C1=C2C=NNC2=CC=C1O[C@@H]1C[C@H](CCC1)N)(F)F (trans-3-[(4-trifluoromethyl-1H-indazol-5-yl)oxy]cyclohexylamine). The yield is 31.2%. Reaction SMILES: [F:1][C:2]([F:31])([F:30])[C:3]1[C:11]([O:12][C@H:13]2[CH2:18][CH2:17][CH2:16][C@H:15]([N:19]3C(=O)C4C(=CC=CC=4)C3=O)[CH2:14]2)=[CH:10][CH:9]=[C:8]2[C:4]=1[CH:5]=[N:6][NH:7]2.CN.CO>>[F:30][C:2]([F:1])([F:31])[C:3]1[C:11]([O:12][C@H:13]2[CH2:18][CH2:17][CH2:16][C@H:15]([NH2:19])[CH2:14]2)=[CH:10][CH:9]=[C:8]2[C:4]=1[CH:5]=[N:6][NH:7]2 |f:1.2|. Procedure: A mixture of the crude product 2-{trans-3-[(4-trifluoromethyl-1H-indazol-5-yl)oxy]cyclohexyl}-1H-isoindole-1,3(2H)-dione (0.324 g) and a 30% methylamine/methanol solution (15 ml) was stirred at 90° C. for 3 hours. The solvent was distilled off and the residue solid was purified by elution by a silica gel column chromatography (chloroform/methanol=20:1→chloroform/methanol/triethylamine=10:1:1) to obtain trans-3-[(4-trifluoromethyl-1H-indazol-5-yl)oxy]cyclohexylamine (70.4 mg, 16%, two steps). The reactants are B, C1CCOC1, C1CCOC1, CCOC(C)=O, COC(=O)c1ccc(CCC(CCc2ccc(C(=O)OC)cc2)C(=O)O)cc1, [Cl-], [NH4+], O. The product is COC(=O)c1ccc(CCC(CO)CCc2ccc(C(=O)OC)cc2)cc1. RXN SMILES: [BH3:1].[CH2:2]1[O:3][CH2:4][CH2:5][CH2:6]1.[CH2:37]1[O:38][CH2:39][CH2:40][CH2:41]1.[CH3:43][CH2:44][O:45][C:46](=[O:47])[CH3:48].[CH3:7][O:8][C:9](=[O:10])[c:11]1[cH:12][cH:13][c:14]([CH2:17][CH2:18][CH:19]([C:20](=[O:21])[OH:22])[CH2:23][CH2:24][c:25]2[cH:26][cH:27][c:28]([C:31](=[O:32])[O:33][CH3:34])[cH:29][cH:30]2)[cH:15][cH:16]1.[Cl-:35].[NH4+:36].[OH2:42]>>[CH3:7][O:8][C:9](=[O:10])[c:11]1[cH:12][cH:13][c:14]([CH2:17][CH2:18][CH:19]([CH2:20][OH:21])[CH2:23][CH2:24][c:25]2[cH:26][cH:27][c:28]([C:31](=[O:32])[O:33][CH3:34])[cH:29][cH:30]2)[cH:15][cH:16]1. The reactants are ClC=1C=NC(NC1)=O (5-chloropyrimid-2-one), CC(=O)C (acetone). The product is C(C=C)N1C(N=CC(=C1)Cl)=O (1-Allyl-5-chloropyrimid-2-one). Isolated yield 64.0%. Reaction SMILES: [Cl:1][C:2]1[CH:3]=[N:4][C:5](=[O:8])[NH:6][CH:7]=1.[CH3:9][C:10]([CH3:12])=O>>[CH2:12]([N:4]1[CH:3]=[C:2]([Cl:1])[CH:7]=[N:6][C:5]1=[O:8])[CH:10]=[CH2:9]. Procedure details: 1-Allyl-5-chloropyrimid-2-one was prepared from 5-chloropyrimid-2-one as above in 64% yield. m.p. 130°-131° C. (acetone) (Found: C, 49.22; H, 4.13. Calc. for C7H7ClN2O: C, 49.28; H, 4.13). The reactants are C(C)(C)(C)C1=CC=C(C=C1)S(=O)(=O)NC1=NC(=NC(=C1C1=CC=CC=C1)OCCN)SC (4-tert.-butyl-N-[6-(2-aminoethoxy)-2-methylsulfanyl-5-phenyl-pyrimidin-4-yl]-benzenesulfonamide), C(C)S(=O)(=O)Cl (ethanesulfonylchloride). Yields the product C1(=CC=CC=C1)S(=O)(=O)N (benzenesulfonamide). As a reaction SMILES: C([C:5]1[CH:10]=[CH:9][C:8]([S:11]([NH:14]C2C(C3C=CC=CC=3)=C(OCCN)N=C(SC)N=2)(=[O:13])=[O:12])=[CH:7][CH:6]=1)(C)(C)C.C(S(Cl)(=O)=O)C>>[C:8]1([S:11]([NH2:14])(=[O:13])=[O:12])[CH:9]=[CH:10][CH:5]=[CH:6][CH:7]=1. Procedure: According to Example 4a) 100 mg 4-tert.-butyl-N-[6-(2-aminoethoxy)-2-methylsulfanyl-5-phenyl-pyrimidin-4-yl]-benzenesulfonamide was reacted with 83 mg ethanesulfonylchloride to give 56 mg 4-tert.-butyl-N-[6-(2-(ethanesulfonyl)-amino)-ethoxy)-2-methylsulfanyl-5-phenyl-pyrimidin-4-yl]-benzenesulfonamide. LC-MS: tR=5.68 min. [M−1]−=563.42. The reactants are Br, O=C([O-])[O-], O=C(Cl)OCc1ccccc1, CCOC(C)=O, [K+], [K+], CC(CN)c1ccc(O)cc1, O. Yields the product CC(CNC(=O)OCc1ccccc1)c1ccc(O)cc1. RXN SMILES: [BrH:1].[C:19](=[O:20])([O-:21])[O-:22].[CH2:25]([c:26]1[cH:27][cH:28][cH:29][cH:30][cH:31]1)[O:32][C:33](=[O:34])[Cl:35].[CH3:13][CH2:14][O:15][C:16](=[O:17])[CH3:18].[K+:23].[K+:24].[NH2:2][CH2:3][CH:4]([CH3:5])[c:6]1[cH:7][cH:8][c:9]([OH:12])[cH:10][cH:11]1.[OH2:36]>>[NH:2]([CH2:3][CH:4]([CH3:5])[c:6]1[cH:7][cH:8][c:9]([OH:12])[cH:10][cH:11]1)[C:33]([O:32][CH2:25][c:26]1[cH:27][cH:28][cH:29][cH:30][cH:31]1)=[O:34]. Reactants: O (water), C([O-])([O-])=O.[Na+].[Na+] (sodium carbonate), BrC1=CC=C(C=C1)C(CC(=O)C=1C=CC(N(C1)C)=O)C1=C(C=CC=C1)C (5-[3-(4-Bromo-phenyl)-3-o-tolyl-propionyl]-1-methyl-1H-pyridin-2-one), C(=O)(O)C1=CC=C(C=C1)B(O)O (4-carboxyphenylboronic acid). The reagents and catalysts are [CH-]1C=CC(=C1)P(C2=CC=CC=C2)C3=CC=CC=C3.[CH-]1C=CC(=C1)P(C2=CC=CC=C2)C3=CC=CC=C3.Cl[Pd]Cl.[Fe+2] (dichloro(1,1′-bis(diphenylphosphino)ferrocene)-palladium(II) dichloromethane adduct). The solvent is O1CCOCC1 (1,4-dioxane). Conditions: temperature 80 celsius, time 2 hour. Yields the product CN1C=C(C=CC1=O)C(CC(C1=C(C=CC=C1)C)C1=CC=C(C=C1)C1=CC=C(C=C1)C(=O)O)=O (4′-[3-(1-Methyl-6-oxo-1,6-dihydro-pyridin-3-yl)-3-oxo-1-o-tolyl-propyl]-biphenyl-4-carboxylic acid). As a reaction SMILES: Br[C:2]1[CH:7]=[CH:6][C:5]([CH:8]([C:20]2[CH:25]=[CH:24][CH:23]=[CH:22][C:21]=2[CH3:26])[CH2:9][C:10]([C:12]2[CH:13]=[CH:14][C:15](=[O:19])[N:16]([CH3:18])[CH:17]=2)=[O:11])=[CH:4][CH:3]=1.[C:27]([C:30]1[CH:35]=[CH:34][C:33](B(O)O)=[CH:32][CH:31]=1)([OH:29])=[O:28].O.C(=O)([O-])[O-].[Na+].[Na+]>O1CCOCC1.[CH-]1C=C(P(C2C=CC=CC=2)C2C=CC=CC=2)C=C1.[CH-]1C=C(P(C2C=CC=CC=2)C2C=CC=CC=2)C=C1.Cl[Pd]Cl.[Fe+2]>[CH3:18][N:16]1[C:15](=[O:19])[CH:14]=[CH:13][C:12]([C:10](=[O:11])[CH2:9][CH:8]([C:5]2[CH:4]=[CH:3][C:2]([C:33]3[CH:34]=[CH:35][C:30]([C:27]([OH:29])=[O:28])=[CH:31][CH:32]=3)=[CH:7][CH:6]=2)[C:20]2[CH:25]=[CH:24][CH:23]=[CH:22][C:21]=2[CH3:26])=[CH:17]1 |f:3.4.5,7.8.9.10|. Procedure: To a stirred suspension of 5-[3-(4-bromo-phenyl)-3-o-tolyl-propionyl]-1-methyl-1H-pyridin-2-one (50 mg, example 162, step 3) and 4-carboxyphenylboronic acid (32 mg) in 1,4-dioxane (0.4 ml) under argon were added dichloro(1,1′-bis(diphenylphosphino)ferrocene)-palladium(II) dichloromethane adduct (4.5 mg), water (0.3 ml) and 2 M aqueous sodium carbonate solution (0.18 ml). The mixture was stirred at 80° C. for 2 h. After cooling to room temperature, the mixture was filtered. The filter cake was wa...